This data is from the Open Reaction Database (ORD), a public repository of structured organic reaction records. The task is: describe an organic reaction: reactants, conditions, products, and yield Reactants: C1CCC2=NCCCN2CC1 (DBU), BrCC(O)C1=CC=C(C=C1)C1=NOC(=N1)C1=NOC(=C1CCC)C1=CC=CC=C1 (2-bromo-1-(4-(5-(5-phenyl-4-propylisoxazol-3-yl)-1,2,4-oxadiazol-3-yl)phenyl)ethanol), 1C, N1CC(CCC1)C(=O)O (piperidine-3-carboxylic acid). The solvent is CS(=O)C (DMSO). Conditions: temperature 80 celsius. Product: OC(CN1CC(CCC1)C(=O)O)C1=CC=C(C=C1)C1=NOC(=N1)C1=NOC(=C1CCC)C1=CC=CC=C1 (1-(2-hydroxy-2-(4-(5-(5-phenyl-4-propylisoxazol-3-yl)-1,2,4-oxadiazol-3-yl)phenyl)ethyl)piperidine-3-carboxylic acid). Reaction SMILES: Br[CH2:2][CH:3]([C:5]1[CH:10]=[CH:9][C:8]([C:11]2[N:15]=[C:14]([C:16]3[C:20]([CH2:21][CH2:22][CH3:23])=[C:19]([C:24]4[CH:29]=[CH:28][CH:27]=[CH:26][CH:25]=4)[O:18][N:17]=3)[O:13][N:12]=2)=[CH:7][CH:6]=1)[OH:4].[NH:30]1[CH2:35][CH2:34][CH2:33][CH:32]([C:36]([OH:38])=[O:37])[CH2:31]1.C1CCN2C(=NCCC2)CC1>CS(C)=O>[OH:4][CH:3]([C:5]1[CH:10]=[CH:9][C:8]([C:11]2[N:15]=[C:14]([C:16]3[C:20]([CH2:21][CH2:22][CH3:23])=[C:19]([C:24]4[CH:29]=[CH:28][CH:27]=[CH:26][CH:25]=4)[O:18][N:17]=3)[O:13][N:12]=2)=[CH:7][CH:6]=1)[CH2:2][N:30]1[CH2:35][CH2:34][CH2:33][CH:32]([C:36]([OH:38])=[O:37])[CH2:31]1. Procedure details: To a mixture of 2-bromo-1-(4-(5-(5-phenyl-4-propylisoxazol-3-yl)-1,2,4-oxadiazol-3-yl)phenyl)ethanol, Preparation 1C (30 mg, 0.066 mmol) and piperidine-3-carboxylic acid (25.6 mg, 0.198 mmol) in DMSO (2 mL) was added DBU (0.030 mL, 0.198 mmol). The reaction mixture was heated at 80° C. for 2 hours. The reaction mixture was filtered and purified by HPLC. HPLC conditions: PHENOMENEX® Luna C18 5 micron column (250×30mm); 25-100% CH3CN/water (0.1% TFA); 25 minute gradient; 30 mL/min. Isolated fracti... The reactants are C([O-])(O)=O.[Na+] (sodium bicarbonate), [H-].[Na+] (Sodium hydride), FC1=CC=CC=2C3=C(N(C12)COCC1=CC=CC=C1)CCNC3=O (6-fluoro-2,3,4,5-tetrahydro-5-[(phenylmethoxy)methyl]-1H-pyrido[4,3-b]indol-1-one), ClCC=1N=CN(C1C)C(C1=CC=CC=C1)(C1=CC=CC=C1)C1=CC=CC=C1 (4-(chloromethyl)-5-methyl-1-(triphenylmethyl) -1H-imidazole). The solvent is C(C)(=O)O (acetic acid), O (Water), COCCOC (DME). Run at time 18 hour. Yields the product FC1=CC=CC=2C3=C(N(C12)COCC1=CC=CC=C1)CCN(C3=O)CC=3N=CNC3C (6-Fluoro-2,3,4,5-tetrahydro-2-[(5-methyl-1H-imidazol-4-yl)methyl]-5-[(phenylmethoxy)methyl]-1H-pyrido[4,3-b]indol-1-one). The yield is 306.0%. As a reaction SMILES: [H-].[Na+].[F:3][C:4]1[C:12]2[N:11]([CH2:13][O:14][CH2:15][C:16]3[CH:21]=[CH:20][CH:19]=[CH:18][CH:17]=3)[C:10]3[CH2:22][CH2:23][NH:24][C:25](=[O:26])[C:9]=3[C:8]=2[CH:7]=[CH:6][CH:5]=1.Cl[CH2:28][C:29]1[N:30]=[CH:31][N:32](C(C2C=CC=CC=2)(C2C=CC=CC=2)C2C=CC=CC=2)[C:33]=1[CH3:34].C(=O)(O)[O-].[Na+]>COCCOC.C(O)(=O)C.O>[F:3][C:4]1[C:12]2[N:11]([CH2:13][O:14][CH2:15][C:16]3[CH:21]=[CH:20][CH:19]=[CH:18][CH:17]=3)[C:10]3[CH2:22][CH2:23][N:24]([CH2:28][C:29]4[N:30]=[CH:31][NH:32][C:33]=4[CH3:34])[C:25](=[O:26])[C:9]=3[C:8]=2[CH:7]=[CH:6][CH:5]=1 |f:0.1,4.5|. Reported procedure: Sodium hydride (60% dispersion in oil; 28 mg) was added to a stirred solution of 6-fluoro-2,3,4,5-tetrahydro-5-[(phenylmethoxy)methyl]-1H-pyrido[4,3-b]indol-1-one (190 mg) in dry DME (10 ml). The mixture was heated at 50° for 6 h then treated with 4-(chloromethyl)-5-methyl-1-(triphenylmethyl) -1H-imidazole (261 mg) and stirring was continued under nitrogen for 18 h. Water (2 ml) and acetic acid (2 ml) were added and the solution was heated at reflux for 2.5 h. The solution was poured into 8% sod... Reactants: CCCCc1nc(=O)c2cc(C(C)=O)ccc2[nH]1, CN1CCCC1=O, [Ce+3], [Cl-], [Cl-], [Cl-], [Cl-], [NH4+], C1CCOC1. Product: CCCCc1nc(=O)c2cc(C(C)(O)C3CCN(C)C3=O)ccc2[nH]1. As a reaction SMILES: [C:12]([CH3:13])(=[O:14])[c:15]1[cH:16][c:17]2[c:18](=[O:29])[n:19][c:20]([CH2:25][CH2:26][CH2:27][CH3:28])[nH:21][c:22]2[cH:23][cH:24]1.[CH3:1][N:2]1[C:3](=[O:7])[CH2:4][CH2:5][CH2:6]1.[Ce+3:9].[Cl-:10].[Cl-:11].[Cl-:30].[Cl-:8].[NH4+:31].[O:32]1[CH2:33][CH2:34][CH2:35][CH2:36]1>>[CH3:1][N:2]1[C:3](=[O:7])[CH:4]([C:12]([CH3:13])([OH:14])[c:15]2[cH:16][c:17]3[c:18](=[O:29])[n:19][c:20]([CH2:25][CH2:26][CH2:27][CH3:28])[nH:21][c:22]3[cH:23][cH:24]2)[CH2:5][CH2:6]1.